This data is from the Open Reaction Database (ORD), a public repository of structured organic reaction records. The task is: describe an organic reaction: reactants, conditions, products, and yield Reactants: BrCC(C(=O)OCC)=O (ethyl bromopyruvate), [N+](=O)([O-])C=1C=C(C=CC1)C(N)=S (3-nitrobenzenecarbothioamide). Solvent: C(C)O (ethanol), C(C)O (ethanol). Run at temperature 50 celsius, time 2 hour. Product: [N+](=O)([O-])C=1C=C(C=CC1)C=1SC=C(N1)C(=O)OCC (ethyl 2-(3-nitrophenyl)-4-thiazolecarboxylate). The yield is 52.1%. Reaction SMILES: Br[CH2:2][C:3](=O)[C:4]([O:6][CH2:7][CH3:8])=[O:5].[N+:10]([C:13]1[CH:14]=[C:15]([C:19](=[S:21])[NH2:20])[CH:16]=[CH:17][CH:18]=1)([O-:12])=[O:11]>C(O)C>[N+:10]([C:13]1[CH:14]=[C:15]([C:19]2[S:21][CH:2]=[C:3]([C:4]([O:6][CH2:7][CH3:8])=[O:5])[N:20]=2)[CH:16]=[CH:17][CH:18]=1)([O-:12])=[O:11]. Procedure: A solution of ethyl bromopyruvate (2.14 g) in ethanol (5 ml) was added to a suspension of 3-nitrobenzenecarbothioamide (2.00 g) in ethanol (15 ml) at room temperature. The reaction mixture was stirred at 50° C. for 2 hours and ten minutes. The solvent was removed by evaporation under reduced pressure. To the residue was added a saturated aqueous solution of sodium bicarbonate (50 ml) and ethyl acetate (100 ml). The precipitates were collected by filtration and recrystallized from a mixture of ch... Starting materials: C(CCCCCCCCCCCCCCCCCCCCC)(=O)O (Behenic acid), CN(CCCN)C (dimethyl aminopropylamine). The product is CN(C)CCCNC(CCCCCCCCCCCCCCCCCCCCC)=O (behenic acid dimethylaminopropylamide). As a reaction SMILES: [C:1]([OH:24])(=O)[CH2:2][CH2:3][CH2:4][CH2:5][CH2:6][CH2:7][CH2:8][CH2:9][CH2:10][CH2:11][CH2:12][CH2:13][CH2:14][CH2:15][CH2:16][CH2:17][CH2:18][CH2:19][CH2:20][CH2:21][CH3:22].[CH3:25][N:26]([CH3:31])[CH2:27][CH2:28][CH2:29][NH2:30]>>[CH3:25][N:26]([CH2:27][CH2:28][CH2:29][NH:30][C:1](=[O:24])[CH2:2][CH2:3][CH2:4][CH2:5][CH2:6][CH2:7][CH2:8][CH2:9][CH2:10][CH2:11][CH2:12][CH2:13][CH2:14][CH2:15][CH2:16][CH2:17][CH2:18][CH2:19][CH2:20][CH2:21][CH3:22])[CH3:31]. Procedure details: Behenic acid (LUNAC BA, manufactured by Kao Corporation) and dimethyl aminopropylamine were subjected as starting materials to amidation reaction to give behenic acid dimethylaminopropylamide. The purity was 98%, and other components include unreacted behenic acid, unreacted amine, water, etc. The composition of the fatty acid residue (R4CO) was C17H35CO/C19H39CO/C21H43CO/C23H47CO=1%/9%/88%/2%.